This data is from the Open Reaction Database (ORD), a public repository of structured organic reaction records. The task is: describe an organic reaction: reactants, conditions, products, and yield The reactants are Cl.C(C)(C)NN (isopropylhydrazine hydrochloride), C(C)(=O)C(C(=O)OCC)=C=CN(C)C (ethyl 2-acetyl-3-(dimethylaminomethylene)acrylate). Product: C(C)(C)N1N=CC(=C1C)C(=O)OCC (ethyl 1-isopropyl-5-methyl-1H-pyrazole-4-carboxylate). Reaction SMILES: Cl.[CH:2]([NH:5][NH2:6])([CH3:4])[CH3:3].[C:7]([C:10](=[C:16]=CN(C)C)[C:11]([O:13][CH2:14][CH3:15])=[O:12])(=O)[CH3:8]>>[CH:2]([N:5]1[C:7]([CH3:8])=[C:10]([C:11]([O:13][CH2:14][CH3:15])=[O:12])[CH:16]=[N:6]1)([CH3:4])[CH3:3] |f:0.1|. Reported procedure: In a procedure analogous to Example B6, isopropylhydrazine hydrochloride (896 mg, 8.10 mmol) and ethyl 2-acetyl-3-(dimethylaminomethylene)acrylate (1.50 g, 8.10 mmol) were combined and purified by chromatography (ethyl acetate/hexane) to afford ethyl 1-isopropyl-5-methyl-1H-pyrazole-4-carboxylate (faster elution, 537 mg), 1H NMR (300 MHz, DMSO-d6): δ 1.30 (t, 3 H), 1.39 (d, 6 H), 4.23 (q, 2 H), 4.61 (hp, 1 H), 7.82 (s, 1 H); MS (ESI) m/z: 197.0 (M+H+) and ethyl 1-isopropyl-3-methyl-1H-pyrazole-4... Reactants: BrC(C)CC (2-bromobutane), C(#N)C1=CC(=C(C(=O)OC)C=C1I)C (methyl 4-cyano-5-iodo-2-methylbenzoate), C(#N)C1=CC(=C(C(=O)OC)C=C1O)C (methyl 4-cyano-5-hydroxy-2-methylbenzoate), C1(=CC=CC=C1)O (phenol). Yields the product NC(=O)C1=CC(=C(C(=O)O)C=C1OC(CC)C)C (4-(aminocarbonyl)-2-methyl-5-[(1-methylpropyl)oxy]benzoic acid). RXN SMILES: [C:1]([C:3]1[C:12](I)=[CH:11][C:6]([C:7]([O:9]C)=[O:8])=[C:5]([CH3:14])[CH:4]=1)#[N:2].C([C:17]1[C:26]([OH:27])=[CH:25][C:20](C(OC)=O)=C(C)C=1)#N.C1([OH:35])C=CC=CC=1.BrC(CC)C>>[NH2:2][C:1]([C:3]1[C:12]([O:27][CH:26]([CH3:17])[CH2:25][CH3:20])=[CH:11][C:6]([C:7]([OH:9])=[O:8])=[C:5]([CH3:14])[CH:4]=1)=[O:35]. Procedure details: Synthesized according to the method of reagent preparation 41 by replacement of step 6 with the conversion of methyl 4-cyano-5-iodo-2-methylbenzoate to methyl 4-cyano-5-hydroxy-2-methylbenzoate according to the method described in Chemical & Pharmaceutical Bulletin (2007), 55(9), 1361-1364 followed by phenol alkylation with 2-bromobutane then proceeding with steps 7 and 8. MS (EI) for C13H17NO4: 252 (MH+). Starting materials: amine, C(CCCCC)(=O)OCC1(C(N(N(C1)C1=CC=CC=C1)C(=O)Cl)=O)C (Hexanoic acid, 2-chlorocarbonyl-4-methyl-3-oxo-1-phenyl-pyrazolidin-4-ylmethyl ester), O1CCCC1 (tetrahydrofuran), CNC1=C(C(=O)OC2=CC(=C(C3=CC=CC=C23)O)C(NC2=C(C=CC(=C2)C)OCCCCCCCCCCCC)=O)C=CC=C1 (2-methylamino-benzoic acid, 3-(2-dodecyloxy-5-methyl-phenylcarbamoyl)-4-hydroxy-naphthalen-1-yl ester), CN(C1=CC=CC=C1)C (N,N-dimethylaniline), O1CCCC1 (tetrahydrofuran). Run at time 72 hour. Product: C(CCCCC)(=O)OCC1(C(N(N(C1=O)C(=O)N(C1=C(C(=O)OC2=CC(=C(C3=CC=CC=C23)O)C(NC2=C(C=CC(=C2)C)OCCCCCCCCCCCC)=O)C=CC=C1)C)C1=CC=CC=C1)=O)C (2-[(4-hexanoyloxymethyl-4-methyl-5-oxo-2-phenyl-pyrazolidinone-1-carbonyl)-methylamino]benzoic acid, 3-(2-dodecyloxy-5-methylphenylcarbamoyl)-4-hydroxynaphthalen-1-yl ester). Reaction SMILES: [C:1]([O:8][CH2:9][C:10]1([CH3:25])[CH2:14][N:13]([C:15]2[CH:20]=[CH:19][CH:18]=[CH:17][CH:16]=2)[N:12]([C:21](Cl)=[O:22])[C:11]1=[O:24])(=[O:7])[CH2:2][CH2:3][CH2:4][CH2:5][CH3:6].[CH3:26][NH:27][C:28]1[CH:70]=[CH:69][CH:68]=[CH:67][C:29]=1[C:30]([O:32][C:33]1[C:42]2[C:37](=[CH:38][CH:39]=[CH:40][CH:41]=2)[C:36]([OH:43])=[C:35]([C:44](=[O:66])[NH:45][C:46]2[CH:51]=[C:50]([CH3:52])[CH:49]=[CH:48][C:47]=2[O:53][CH2:54][CH2:55][CH2:56][CH2:57][CH2:58][CH2:59][CH2:60][CH2:61][CH2:62][CH2:63][CH2:64][CH3:65])[CH:34]=1)=[O:31].CN(C)C1C=CC=CC=1.[O:80]1CCCC1>>[C:1]([O:8][CH2:9][C:10]1([CH3:25])[C:11](=[O:24])[N:12]([C:21]([N:27]([CH3:26])[C:28]2[CH:70]=[CH:69][CH:68]=[CH:67][C:29]=2[C:30]([O:32][C:33]2[C:42]3[C:37](=[CH:38][CH:39]=[CH:40][CH:41]=3)[C:36]([OH:43])=[C:35]([C:44](=[O:66])[NH:45][C:46]3[CH:51]=[C:50]([CH3:52])[CH:49]=[CH:48][C:47]=3[O:53][CH2:54][CH2:55][CH2:56][CH2:57][CH2:58][CH2:59][CH2:60][CH2:61][CH2:62][CH2:63][CH2:64][CH3:65])[CH:34]=2)=[O:31])=[O:22])[N:13]([C:15]2[CH:20]=[CH:19][CH:18]=[CH:17][CH:16]=2)[C:14]1=[O:80])(=[O:7])[CH2:2][CH2:3][CH2:4][CH2:5][CH3:6]. Procedure: Hexanoic acid, 2-chlorocarbonyl-4-methyl-3-oxo-1-phenyl-pyrazolidin-4-ylmethyl ester (0.80 g, 0.0022 mol) was dissolved in tetrahydrofuran (10 ml) and added to a stirred solution of 2-methylamino-benzoic acid, 3-(2-dodecyloxy-5-methyl-phenylcarbamoyl)-4-hydroxy-naphthalen-1-yl ester [A] (1.28 g, 0.0021 mol) and N,N-dimethylaniline (0.28 g, 0.0023 mol) in dry tetrahydrofuran (5 ml) and the solution stirred for 72 hr under argon atmosphere in a flask equipped with a reflux condenser to limit evapo... The reactants are C(C)(=O)N1[C@H](C[C@H](C2=CC(=CC=C12)C1=CC=C(C=C1)CC(=O)NCCNC(=O)OC(C)(C)C)NC(OC(C)C)=O)C (1-methylethyl {(2S,4R)-1-acetyl-6-[4-(2-{[2-({[(1,1-dimethylethyl)oxy]carbonyl}amino)ethyl]amino}-2-oxoethyl)phenyl]-2-methyl-1,2,3,4-tetrahydro-4-quinolinyl}carbamate), Intermediate 38, Cl (hydrogen chloride). The solvent is O1CCOCC1 (1,4-dioxane), O1CCOCC1 (1,4-dioxane). Conditions: time 5 hour. Yields the product Cl.C(C)(=O)N1[C@H](C[C@H](C2=CC(=CC=C12)C1=CC=C(C=C1)CC(=O)NCCN)NC(OC(C)C)=O)C (1-methylethyl [(2S,4R)-1-acetyl-6-(4-{2-[(2-aminoethyl)amino]-2-oxoethyl}phenyl)-2-methyl-1,2,3,4-tetrahydro-4-quinolinyl]carbamate hydrochloride). Isolated yield 52.6%. Reaction SMILES: [C:1]([N:4]1[C:13]2[C:8](=[CH:9][C:10]([C:14]3[CH:19]=[CH:18][C:17]([CH2:20][C:21]([NH:23][CH2:24][CH2:25][NH:26]C(OC(C)(C)C)=O)=[O:22])=[CH:16][CH:15]=3)=[CH:11][CH:12]=2)[C@H:7]([NH:34][C:35](=[O:40])[O:36][CH:37]([CH3:39])[CH3:38])[CH2:6][C@@H:5]1[CH3:41])(=[O:3])[CH3:2].[ClH:42]>O1CCOCC1>[ClH:42].[C:1]([N:4]1[C:13]2[C:8](=[CH:9][C:10]([C:14]3[CH:15]=[CH:16][C:17]([CH2:20][C:21]([NH:23][CH2:24][CH2:25][NH2:26])=[O:22])=[CH:18][CH:19]=3)=[CH:11][CH:12]=2)[C@H:7]([NH:34][C:35](=[O:40])[O:36][CH:37]([CH3:38])[CH3:39])[CH2:6][C@@H:5]1[CH3:41])(=[O:3])[CH3:2] |f:3.4|. Reported procedure: A solution of 1-methylethyl {(2S,4R)-1-acetyl-6-[4-(2-{[2-({[(1,1-dimethylethyl)oxy]carbonyl}amino)ethyl]amino}-2-oxoethyl)phenyl]-2-methyl-1,2,3,4-tetrahydro-4-quinolinyl}carbamate (for a preparation see Intermediate 38) (60 mg, 0.106 mmol) in 1,4-dioxane (2 ml) was treated with hydrogen chloride in 1,4-dioxane (4N, 2 mL, 8.00 mmol) and the resulting mixture stirred at room temperature for 5 h then concentrated in vacuo. The residue was triturated with Et2O and the solid isolated by filtration ... Reactants: C(C(=O)[O-])(=O)[O-].[Nb+5].C(C(=O)[O-])(=O)[O-].C(C(=O)[O-])(=O)[O-].C(C(=O)[O-])(=O)[O-].C(C(=O)[O-])(=O)[O-].[Nb+5] (niobium oxalate), OO (hydrogen peroxide), C(C(=O)O)(=O)O.[Nb] (oxalic acid niobium), C(C(=O)[O-])(=O)[O-].[Nb+5].C(C(=O)[O-])(=O)[O-].C(C(=O)[O-])(=O)[O-].C(C(=O)[O-])(=O)[O-].C(C(=O)[O-])(=O)[O-].[Nb+5] (niobium oxalate). Solvent: C(C(=O)O)(=O)O (oxalic acid). Yields the product C(C(=O)[O-])(=O)[O-].[Nb+5].C(C(=O)[O-])(=O)[O-].C(C(=O)[O-])(=O)[O-].C(C(=O)[O-])(=O)[O-].C(C(=O)[O-])(=O)[O-].[Nb+5] (niobium oxalate), [Nb].OO (niobium hydrogen peroxide). Reaction SMILES: [C:1]([OH:6])(=[O:5])[C:2]([OH:4])=[O:3].[Nb:7].[C:8]([O-:13])(=[O:12])[C:9]([O-:11])=[O:10].[Nb+5].[C:15]([O-:20])(=[O:19])[C:16]([O-:18])=[O:17].[C:21]([O-:26])(=[O:25])[C:22]([O-:24])=[O:23].[C:27]([O-:32])(=[O:31])[C:28]([O-:30])=[O:29].C([O-])(=O)C([O-])=O.[Nb+5].[OH:40][OH:41]>C(O)(=O)C(O)=O>[C:1]([O-:6])(=[O:5])[C:2]([O-:4])=[O:3].[Nb+5:7].[C:8]([O-:13])(=[O:12])[C:9]([O-:11])=[O:10].[C:15]([O-:20])(=[O:19])[C:16]([O-:18])=[O:17].[C:21]([O-:26])(=[O:25])[C:22]([O-:24])=[O:23].[C:27]([O-:32])(=[O:31])[C:28]([O-:30])=[O:29].[Nb+5:7].[Nb:7].[OH:40][OH:41] |f:0.1,2.3.4.5.6.7.8,11.12.13.14.15.16.17,18.19|. Procedure details: An aqueous niobium oxalate solution is prepared by dissolving a niobic acid in an aqueous oxalic acid solution. The oxalic acid/niobium molar ratio in the aqueous niobium oxalate solution is generally in the range of from 1 to 10, preferably from 2 to 6, most preferably from 2 to 4. To the obtained aqueous niobium oxalate solution is added aqueous hydrogen peroxide to obtain an aqueous niobium-hydrogen peroxide solution. The hydrogen peroxide/niobium molar ratio in the aqueous niobium-hydrogen p... Reactants: [BH3-]C#N, CC(=O)O, CO, [Na+], NC(=O)c1cc(-c2cccc(C=O)c2)cc2c(C3CCS(=O)(=O)CC3)c[nH]c12. The product is CNCc1cccc(-c2cc(C(N)=O)c3[nH]cc(C4CCS(=O)(=O)CC4)c3c2)c1. As a reaction SMILES: [C:33](#[N:34])[BH3-:35].[CH3:29][C:30](=[O:31])[OH:32].[CH3:37][OH:38].[Na+:36].[O:1]=[S:2]1(=[O:28])[CH2:3][CH2:4][CH:5]([c:8]2[cH:9][nH:10][c:11]3[c:12]([C:25](=[O:26])[NH2:27])[cH:13][c:14](-[c:17]4[cH:18][c:19]([CH:23]=[O:24])[cH:20][cH:21][cH:22]4)[cH:15][c:16]23)[CH2:6][CH2:7]1>>[O:1]=[S:2]1(=[O:28])[CH2:3][CH2:4][CH:5]([c:8]2[cH:9][nH:10][c:11]3[c:12]([C:25](=[O:26])[NH2:27])[cH:13][c:14](-[c:17]4[cH:18][c:19]([CH2:23][NH:34][CH3:33])[cH:20][cH:21][cH:22]4)[cH:15][c:16]23)[CH2:6][CH2:7]1.